From a dataset of the Open Reaction Database (ORD), a public repository of structured organic reaction records. describe an organic reaction: reactants, conditions, products, and yield The reactants are [Al+3], O=C1CCC2=C(CCc3cc(Cl)ccc32)N1, [H-], [H-], [H-], [H-], [Li+], [Na+], C1CCOC1, [OH-]. Product: Clc1ccc2c(c1)CCC1=C2CCCN1. As a reaction SMILES: [Al+3:2].[Cl:7][c:8]1[cH:9][c:10]2[c:11]([cH:21][cH:22]1)[C:12]1=[C:17]([NH:16][C:15](=[O:20])[CH2:14][CH2:13]1)[CH2:18][CH2:19]2.[H-:1].[H-:4].[H-:5].[H-:6].[Li+:3].[Na+:24].[O:25]1[CH2:26][CH2:27][CH2:28][CH2:29]1.[OH-:23]>>[Cl:7][c:8]1[cH:9][c:10]2[c:11]([cH:21][cH:22]1)[C:12]1=[C:17]([NH:16][CH2:15][CH2:14][CH2:13]1)[CH2:18][CH2:19]2. Reactants: Cc1cc(C(=O)Nc2ccncc2)ccc1Br, COc1ccc(CN(Cc2ccc(OC)cc2)c2ncc(-c3nc(N4CCOCC4)nc4c3CCN4)cn2)cc1, COc1ccc(CN(Cc2ccc(OC)cc2)c2ncc(-c3nc(N4CCOCC4)nc4c3CCN4c3ccc(C(=O)Nc4ccncc4)cc3C)cn2)cc1. Yields the product Cc1cc(C(=O)Nc2ccncc2)ccc1N1CCc2c(-c3cnc(N)nc3)nc(N3CCOCC3)nc21. As a reaction SMILES: [Br:41][c:42]1[cH:43][cH:44][c:45]([C:46]([NH:47][c:48]2[cH:49][cH:50][n:51][cH:52][cH:53]2)=[O:54])[cH:55][c:56]1[CH3:57].[CH3:1][O:2][c:3]1[cH:4][cH:5][c:6]([CH2:7][N:8]([CH2:9][c:10]2[cH:11][cH:12][c:13]([O:14][CH3:15])[cH:16][cH:17]2)[c:18]2[n:19][cH:20][c:21](-[c:22]3[c:23]4[c:27]([n:28][c:29]([N:30]5[CH2:31][CH2:32][O:33][CH2:34][CH2:35]5)[n:36]3)[NH:26][CH2:25][CH2:24]4)[cH:37][n:38]2)[cH:39][cH:40]1.[CH3:58][O:59][c:60]1[cH:61][cH:62][c:63]([CH2:64][N:65]([c:66]2[n:67][cH:68][c:69](-[c:72]3[c:73]4[c:74]([n:75][c:76]([N:78]5[CH2:79][CH2:80][O:81][CH2:82][CH2:83]5)[n:77]3)[N:84]([c:87]3[c:88]([CH3:102])[cH:89][c:90]([C:91](=[O:92])[NH:93][c:94]5[cH:95][cH:96][n:97][cH:98][cH:99]5)[cH:100][cH:101]3)[CH2:85][CH2:86]4)[cH:70][n:71]2)[CH2:103][c:104]2[cH:105][cH:106][c:107]([O:108][CH3:109])[cH:110][cH:111]2)[cH:112][cH:113]1>>[NH2:65][c:66]1[n:67][cH:68][c:69](-[c:72]2[c:73]3[c:74]([n:75][c:76]([N:78]4[CH2:79][CH2:80][O:81][CH2:82][CH2:83]4)[n:77]2)[N:84]([c:87]2[c:88]([CH3:102])[cH:89][c:90]([C:91](=[O:92])[NH:93][c:94]4[cH:95][cH:96][n:97][cH:98][cH:99]4)[cH:100][cH:101]2)[CH2:85][CH2:86]3)[cH:70][n:71]1.